This data is from the Open Reaction Database (ORD), a public repository of structured organic reaction records. The task is: describe an organic reaction: reactants, conditions, products, and yield Reaction SMILES: [NH2:1][CH2:2][CH2:3][CH2:4][OH:5].[O-]S([O-])(=O)=O.[Mg+2].[C:12]1([CH3:18])[CH:17]=CC=C[CH:13]=1>>[CH:12]([CH:18]1[NH:1][CH2:2][CH2:3][CH2:4][O:5]1)([CH3:17])[CH3:13] |f:1.2|. Reported procedure: To a solution of 3-aminopropanol (91 g, 65.4 mmol) in toluene (100 mL) was added isobutraldehyde (9.0 mL, 99.1 mmol, 1.5 equiv.) and MgSO4 (7.5 g) to generate an exotherm. The slurry was stirred for 30 min. and an additional portion of MgSO4 was added (7.5 g), and the slurry was stirred overnight. The resulting mixture was filtered and concentrated under reduced pressure. The condensate was again concentrated under reduced pressure and the two residues were combined to afford 2isopropyltetrahydr... Reaction conditions: time 30 minute. Yield: 61.0%. Starting materials: NCCCO (3-aminopropanol), [O-]S(=O)(=O)[O-].[Mg+2] (MgSO4), C1(=CC=CC=C1)C (toluene), [O-]S(=O)(=O)[O-].[Mg+2] (MgSO4). Product: C(C)(C)C1OCCCN1 (2isopropyltetrahydro-1,3-oxazine).